The task is: describe an organic reaction: reactants, conditions, products, and yield. This data is from the Open Reaction Database (ORD), a public repository of structured organic reaction records. Starting materials: BrC1(OC=2C(C=CC2)=C(C1C1=C(C=CC=C1)F)OC)CC(=O)O (2-bromo-3-(2-fluorophenyl)-4-methoxy-7-benzofuranacetic acid), [N+](=O)([N+](=O)[O-])[O-] (dinitrogen tetroxide). The product is FC1=C(C=CC=C1)C1C(OC=2C(C=CC2)=C1OC)(CC(=O)O)[N+](=O)[O-] (3-(2-fluorophenyl)-4-methoxy-2-nitro-7-benzofuranacetic acid). Reaction SMILES: Br[C:2]1([CH2:20][C:21]([OH:23])=[O:22])[CH:10]([C:11]2[CH:16]=[CH:15][CH:14]=[CH:13][C:12]=2[F:17])[C:9]([O:18][CH3:19])=[C:5]2[CH:6]=[CH:7][CH:8]=[C:4]2[O:3]1.[N+:24]([O-:29])([N+]([O-])=O)=[O:25]>>[F:17][C:12]1[CH:13]=[CH:14][CH:15]=[CH:16][C:11]=1[CH:10]1[C:9]([O:18][CH3:19])=[C:5]2[CH:6]=[CH:7][CH:8]=[C:4]2[O:3][C:2]1([N+:24]([O-:29])=[O:25])[CH2:20][C:21]([OH:23])=[O:22]. Reported procedure: Using the method of Example 17, 2-bromo-3-(2-fluorophenyl)-4-methoxy-7-benzofuranacetic acid is reacted with dinitrogen tetroxide to provide 3-(2-fluorophenyl)-4-methoxy-2-nitro-7-benzofuranacetic acid. Recrystallization of the acid from benzene provides yellow crystals, m.p. 185°-195° C. Reactants: CCCC(C)Oc1nc(N)c2nc(OC)n(CCCCNC3CCOCC3)c2n1, CCCC(C)Oc1nc(N)c2nc(OC)n(CCCCCl)c2n1, NCC1CCOCC1. Product: CCCC(C)Oc1nc(N)c2nc(OC)n(CCCCNCC3CCOCC3)c2n1. Reaction SMILES: [CH3:1][CH:2]([CH2:3][CH2:4][CH3:5])[O:6][c:7]1[n:8][c:9]([NH2:29])[c:10]2[n:11][c:12]([O:27][CH3:28])[n:13]([CH2:16][CH2:17][CH2:18][CH2:19][NH:20][CH:21]3[CH2:22][CH2:23][O:24][CH2:25][CH2:26]3)[c:14]2[n:15]1.[Cl:30][CH2:31][CH2:32][CH2:33][CH2:34][n:35]1[c:36]([O:37][CH3:38])[n:39][c:40]2[c:41]1[n:42][c:43]([O:44][CH:45]([CH3:46])[CH2:47][CH2:48][CH3:49])[n:50][c:51]2[NH2:52].[O:53]1[CH2:54][CH2:55][CH:56]([CH2:59][NH2:60])[CH2:57][CH2:58]1>>[CH3:1][CH:2]([CH2:3][CH2:4][CH3:5])[O:6][c:7]1[n:8][c:9]([NH2:29])[c:10]2[n:11][c:12]([O:27][CH3:28])[n:13]([CH2:16][CH2:17][CH2:18][CH2:19][NH:20][CH2:59][CH:56]3[CH2:55][CH2:54][O:53][CH2:58][CH2:57]3)[c:14]2[n:15]1. Procedure details: To a solution of N-(2-mercaptobenzoyl)-β-alaninamide (0.90 g, 4.0 mmol) in DMF (20 ml) was added 2-bromoethyl isocyanate (0.91 g, 6.0 mmol). The reaction mixture was stirred for 6 h. The solvent was evaporated to dryness, and the residue was treated with ethyl ether (20 ml) with vigorous stirring. The precipitate obtained was filtered, washed with water and dried over CaCl2. Yield: 87%. 1H NMR (DMSO-d6): 2.36(t, 2H, CH2), 3.42(q, 2H, CH2), 3.54(s, 4H, 2CH2), 6.88(brs, 1H, NH2), 7.36-7.66(m, 5H, ... As a reaction SMILES: [SH:1][C:2]1[CH:15]=[CH:14][CH:13]=[CH:12][C:3]=1[C:4]([NH:6][C:7](=[O:11])[CH2:8][CH2:9][NH2:10])=[O:5].[Br:16][CH2:17][CH2:18][N:19]=[C:20]=[O:21]>CN(C=O)C>[Br:16][CH2:17][CH2:18][NH:19][C:20]([S:1][C:2]1[CH:15]=[CH:14][CH:13]=[CH:12][C:3]=1[C:4]([NH:6][C:7](=[O:11])[CH2:8][CH2:9][NH2:10])=[O:5])=[O:21]. Reaction conditions: time 6 hour. Starting materials: SC1=C(C(=O)NC(CCN)=O)C=CC=C1 (N-(2-mercaptobenzoyl)-β-alaninamide), BrCCN=C=O (2-bromoethyl isocyanate). Yield: 87.0%. The solvent is CN(C)C=O (DMF). Product: BrCCNC(=O)SC1=C(C(=O)NC(CCN)=O)C=CC=C1 (N-[2-(2-Bromoethylcarbamylthio)benzoyl]-β-alaninamide). Run at temperature 75 celsius, time 1 hour. The reactants are CC1=NC=C(C(=C1)N)C (2,5-dimethylpyridin-4-amine), Br (hydrogen bromide), OO (hydrogen peroxide). Yields the product BrC=1C(=NC=C(C1N)C)C (3-Bromo-2,5-dimethylpyridin-4-amine). Reaction SMILES: [CH3:1][C:2]1[CH:7]=[C:6]([NH2:8])[C:5]([CH3:9])=[CH:4][N:3]=1.OO.[BrH:12]>>[Br:12][C:7]1[C:2]([CH3:1])=[N:3][CH:4]=[C:5]([CH3:9])[C:6]=1[NH2:8]. Procedure: A mixture of 2,5-dimethylpyridin-4-amine (3.57 g, 29.3 mmol) in 48% hydrogen bromide aqueous solution (40 mL) was heated to 75° C. Then 15% hydrogen peroxide (7 mL) was added dropwise over 30 min. The reaction mixture was stirred at 75° C. for 1 h, and concentrated under reduced pressure. The pH of the solution was adjusted to 9 with 1 N sodium hydroxide solution. The aqueous mixture was extracted with DCM (250 mL×3), and the combined organic phase was washed with saturated sodium chloride solut... Reactants: solution, Cl (hydrogen chloride), ClC=1N=C(C2=C(N1)N(C=C2)CCOC)C2=CC(=C(OCCC1CCN(CC1)C(=O)OC(C)(C)C)C=C2)C(F)(F)F (tert-butyl 4-(2-{4-[2-chloro-7-(2-methoxyethyl)-7H-pyrrolo[2,3-d]pyrimidin-4-yl]-2-(trifluoromethyl)phenoxy}ethyl)piperidine-1-carboxylate). Solvent: CCOC(=O)C (EtOAc), CCOC(=O)C (EtOAc). Run at time 1 hour. Yields the product Cl.ClC=1N=C(C2=C(N1)N(C=C2)CCOC)C2=CC(=C(C=C2)OCCC2CCNCC2)C(F)(F)F (2-chloro-7-(2-methoxyethyl)-4-{4-[2-(piperidin-4-yl)ethoxy]-3-(trifluoromethyl)phenyl}-7H-pyrrolo[2,3-d]pyrimidine monohydrochloride). Yield: 199.8%. RXN SMILES: Cl.[Cl:2][C:3]1[N:4]=[C:5]([C:16]2[CH:37]=[CH:36][C:19]([O:20][CH2:21][CH2:22][CH:23]3[CH2:28][CH2:27][N:26](C(OC(C)(C)C)=O)[CH2:25][CH2:24]3)=[C:18]([C:38]([F:41])([F:40])[F:39])[CH:17]=2)[C:6]2[CH:11]=[CH:10][N:9]([CH2:12][CH2:13][O:14][CH3:15])[C:7]=2[N:8]=1>CCOC(C)=O>[ClH:2].[Cl:2][C:3]1[N:4]=[C:5]([C:16]2[CH:37]=[CH:36][C:19]([O:20][CH2:21][CH2:22][CH:23]3[CH2:28][CH2:27][NH:26][CH2:25][CH2:24]3)=[C:18]([C:38]([F:39])([F:40])[F:41])[CH:17]=2)[C:6]2[CH:11]=[CH:10][N:9]([CH2:12][CH2:13][O:14][CH3:15])[C:7]=2[N:8]=1 |f:3.4|. Procedure details: A 4 M solution of hydrogen chloride in EtOAc (5 mL) was added to a suspension of tert-butyl 4-(2-{4-[2-chloro-7-(2-methoxyethyl)-7H-pyrrolo[2,3-d]pyrimidin-4-yl]-2-(trifluoromethyl)phenoxy}ethyl)piperidine-1-carboxylate (500 mg) in EtOAc (5 mL), and the mixture was stirred at the same temperature for 1 hour. The reaction mixture was concentrated under reduced pressure, whereby 2-chloro-7-(2-methoxyethyl)-4-{4-[2-(piperidin-4-yl)ethoxy]-3-(trifluoromethyl)phenyl}-7H-pyrrolo[2,3-d]pyrimidine monoh... Starting materials: potassium t-amylate toluene, [Na+].C(CC(O)(C(=O)O)CC(=O)O)(=O)[O-] (citric acid monosodium salt), C1(=CC=CC=C1)[C@H]1NC(OC1)=O ((R)-4-phenyl-2-oxazolidinone), FC1=C(C=CC=C1)CC(=O)Cl (2-fluorobenzenacetyl chloride). Solvent: peroxide, C1(=CC=CC=C1)C (toluene). Reaction conditions: temperature 20 celsius, time 2.75 hour. The product is FC1=C(C=CC=C1)CC(=O)N1C(OC[C@H]1C1=CC=CC=C1)=O (3-[2-(2-fluorophenyl)-1-oxoethyl]-4(R)-phenyl-2-oxazolidinone). RXN SMILES: [C:1]1([C@@H:7]2[CH2:11][O:10][C:9](=[O:12])[NH:8]2)[CH:6]=[CH:5][CH:4]=[CH:3][CH:2]=1.[F:13][C:14]1[CH:19]=[CH:18][CH:17]=[CH:16][C:15]=1[CH2:20][C:21](Cl)=[O:22].[Na+].C([O-])(=O)CC(CC(O)=O)(C(O)=O)O>C1(C)C=CC=CC=1>[F:13][C:14]1[CH:19]=[CH:18][CH:17]=[CH:16][C:15]=1[CH2:20][C:21]([N:8]1[C@H:7]([C:1]2[CH:2]=[CH:3][CH:4]=[CH:5][CH:6]=2)[CH2:11][O:10][C:9]1=[O:12])=[O:22] |f:2.3|. Reported procedure: A solution of 46.0 g of (R)-4-phenyl-2-oxazolidinone in 300 g (338 mL) of peroxide-free tetrahydrofuran is cooled to −5 to 0° C. (bath temperature −10 to −5° C.) over a period of 15 minutes. 145.2 g (166.8 mL) of 25% w/w potassium t-amylate/toluene solution is added over a period of 25 minutes while maintaining an internal temperature below 0° C. The reaction mixture is warmed to 20±5° C. within 1 hour and stirred at this temperature for 2.5-3 hours. The mixture is cooled to −15 to −5° C. over a... Reactants: OC1=C(C=CC(=O)OC(C)(C)C)C=C(C=C1)OC (tert-butyl 2-hydroxy-5-methoxycinnamate). The reagents and catalysts are [Pd] (Pd/C). Solvent: CO (MeOH). Reaction conditions: time 8 hour. The product is OC1=C(C=C(C=C1)OC)CCC(=O)OC(C)(C)C (tert-Butyl 3-(2-hydroxy-5-methoxyphenyl)propionate). RXN SMILES: [OH:1][C:2]1[CH:16]=[CH:15][C:14]([O:17][CH3:18])=[CH:13][C:3]=1[CH:4]=[CH:5][C:6]([O:8][C:9]([CH3:12])([CH3:11])[CH3:10])=[O:7]>CO.[Pd]>[OH:1][C:2]1[CH:16]=[CH:15][C:14]([O:17][CH3:18])=[CH:13][C:3]=1[CH2:4][CH2:5][C:6]([O:8][C:9]([CH3:12])([CH3:11])[CH3:10])=[O:7]. Reported procedure: A mixture of tert-butyl 2-hydroxy-5-methoxycinnamate (27.5 g, 0.11 mol) and 10% Pd/C (2.6 g) in MeOH (350 mL) under H. pressure (45 psi) was shaken for 8 h and filtered. The filtrate was concentrated to to the titled compound (27 g). Reaction conditions: time 1.5 hour. Yields the product C(#N)[C@@]12[C@@H]3CC[C@@H]([C@@]3(C)CC([C@@H]2C=2C=CC(=CC2CC1)OC)=O)OC1OCCCC1 (8β-cyano-3-methoxy-17β-(tetrahydropyran-2-yloxy)-estra-1,3,5(10)-trien-11-one). The reactants are [OH-].[Na+] (sodium hydroxide), [C-]#N.C(C)[Al+]CC (diethylaluminum cyanide), COC1=CC=2CCC=3[C@@H]4CC[C@@H]([C@@]4(C)CC(C3C2C=C1)=O)OC1OCCCC1 (3-methoxy-17β-(tetrahydropyran-2-yloxy)-estra-1,3,5(10),8-tetraen-11-one), ice. RXN SMILES: [C-:1]#[N:2].C([Al+]CC)C.[CH3:8][O:9][C:10]1[CH:27]=[CH:26][C:25]2[C:24]3[C:23](=[O:28])[CH2:22][C@@:20]4([CH3:21])[C@@H:16]([CH2:17][CH2:18][C@@H:19]4[O:29][CH:30]4[CH2:35][CH2:34][CH2:33][CH2:32][O:31]4)[C:15]=3[CH2:14][CH2:13][C:12]=2[CH:11]=1.[OH-].[Na+]>C1(C)C=CC=CC=1>[C:1]([C@@:15]12[CH2:14][CH2:13][C:12]3[CH:11]=[C:10]([O:9][CH3:8])[CH:27]=[CH:26][C:25]=3[C@H:24]1[C:23](=[O:28])[CH2:22][C@@:20]1([CH3:21])[C@H:16]2[CH2:17][CH2:18][C@@H:19]1[O:29][CH:30]1[CH2:35][CH2:34][CH2:33][CH2:32][O:31]1)#[N:2] |f:0.1,3.4|. The solvent is C1(=CC=CC=C1)C (toluene). Procedure: 195 ml of diethylaluminum cyanide (1.0 M, in toluene) was added in drops at a temperature of −5° C. under argon to a solution of 24.5 g of 11-ketosteroid 2 in 330 ml of toluene, and it was stirred for 1.5 hours while cooling was continued. Then, the mixture was poured onto 470 ml of ice-cooled 1N sodium hydroxide solution, stirred for 1 hour, extracted several times with ethyl acetate, and the collected organic phases were washed with water and brine and dried with magnesium sulfate. The chromat... Starting materials: OC1=C(C=C(C=C1)CC(=O)NC1=CC(=CC=C1)C#CC1=CC=CC=C1)OC (4-hydroxy-3-methoxy-N-[3-(2-phenylethynyl)phenyl]-phenylacetamide), OC1=C(C=C(C=C1)CC(=O)NC1=CC(=CC=C1)C#CC1=CC=CC=C1)OC (4-hydroxy-3-methoxy-N-[3-(2-phenylethynyl)phenyl]-phenylacetamide), OC1=C(C=C(C=C1)CC(=O)NC1=C(C=CC=C1)C#CC1=CC=CC=C1)OC (4-hydroxy-3-methoxy-N-[2-(2-phenylethynyl)phenyl]phenylacetamide), OC1=C(C=C(C=C1)CC(=O)NC1=C(C=CC=C1)C#CC1=CC=CC=C1)OC (4-hydroxy-3-methoxy-N-[2-(2-phenylethynyl)phenyl]-phenylacetamide). The product is OC1=C(C=C(C=C1)CC(=O)NC1=C(C=CC=C1)CCC1=CC=CC=C1)OC (4-hydroxy-3-methoxy-N-[2-(2-phenylethyl)phenyl]phenylacetamide). Reaction SMILES: OC1C=CC(CC(NC2C=CC=C(C#CC3C=CC=CC=3)C=2)=O)=CC=1OC.[OH:28][C:29]1[CH:34]=[CH:33][C:32]([CH2:35][C:36]([NH:38][C:39]2[CH:44]=[CH:43][CH:42]=[CH:41][C:40]=2[C:45]#[C:46][C:47]2[CH:52]=[CH:51][CH:50]=[CH:49][CH:48]=2)=[O:37])=[CH:31][C:30]=1[O:53][CH3:54]>>[OH:28][C:29]1[CH:34]=[CH:33][C:32]([CH2:35][C:36]([NH:38][C:39]2[CH:44]=[CH:43][CH:42]=[CH:41][C:40]=2[CH2:45][CH2:46][C:47]2[CH:52]=[CH:51][CH:50]=[CH:49][CH:48]=2)=[O:37])=[CH:31][C:30]=1[O:53][CH3:54]. Procedure: Instead of 4-hydroxy-3-methoxy-N-[3-(2-phenylethynyl)phenyl]-phenylacetamide (the compound of Example 36) in Example 54, 4-hydroxy-3-methoxy-N-[2-(2-phenylethynyl)phenyl]phenylacetamide (the compound of Example 107) is treated in a similar manner to Example 54 to give the desired compound.